From a dataset of the Open Reaction Database (ORD), a public repository of structured organic reaction records. describe an organic reaction: reactants, conditions, products, and yield Starting materials: COC(=O)c1cc2ccc(-c3ccc(OCc4c(COc5c(C)cccc5C)noc4C(C)C)cc3)cc2cn1, CO, Cl, [Na+], C1CCOC1, [OH-]. Yields the product Cc1cccc(C)c1OCc1noc(C(C)C)c1COc1ccc(-c2ccc3cc(C(=O)O)ncc3c2)cc1. Reaction SMILES: [CH3:1][c:2]1[c:3]([O:9][CH2:10][c:11]2[n:12][o:13][c:14]([CH:38]([CH3:39])[CH3:40])[c:15]2[CH2:16][O:17][c:18]2[cH:19][cH:20][c:21](-[c:24]3[cH:25][cH:26][c:27]4[cH:28][c:29]([C:34](=[O:35])[O:36][CH3:37])[n:30][cH:31][c:32]4[cH:33]3)[cH:22][cH:23]2)[c:4]([CH3:8])[cH:5][cH:6][cH:7]1.[CH3:49][OH:50].[ClH:48].[Na+:47].[O:41]1[CH2:42][CH2:43][CH2:44][CH2:45]1.[OH-:46]>>[CH3:1][c:2]1[c:3]([O:9][CH2:10][c:11]2[n:12][o:13][c:14]([CH:38]([CH3:39])[CH3:40])[c:15]2[CH2:16][O:17][c:18]2[cH:19][cH:20][c:21](-[c:24]3[cH:25][cH:26][c:27]4[cH:28][c:29]([C:34](=[O:35])[OH:36])[n:30][cH:31][c:32]4[cH:33]3)[cH:22][cH:23]2)[c:4]([CH3:8])[cH:5][cH:6][cH:7]1.